describe an organic reaction: reactants, conditions, products, and yield From a dataset of the Open Reaction Database (ORD), a public repository of structured organic reaction records. Run at temperature 20 celsius, time 16 hour. Reactants: N1=CC(=CC=C1)N (pyridin-3-amine), BrC=1C=CC(=C(C(=O)O)C1)OCC1=C(C=CC=C1)Cl (5-bromo-2-{[(2-chlorophenyl)methyl]oxy}benzoic acid), Cl.CN(CCCN=C=NCC)C (1-(3-Dimethylaminopropyl)-3-ethylcarbodiimide hydrochloride), ON1N=NC2=C1C=CC=C2 (1-Hydroxybenzotriazole). Procedure details: Solid pyridin-3-amine (212 mg, 2.25 mmol) was added in one charge to a stirred solution of 5-bromo-2-{[(2-chlorophenyl)methyl]oxy}benzoic acid (may be prepared as described in Description 28; 350 mg, 1.03 mmol), 1-(3-Dimethylaminopropyl)-3-ethylcarbodiimide hydrochloride (236 mg, 1.23 mmol) and 1-Hydroxybenzotriazole (166 mg, 1.23 mmol) in DMF (20 ml) under nitrogen at 20° C. The reaction mixture was stirred at 20° C. for 16 h. Water (50 ml) was added to the mixture and the mixture was filtered ... Solvent: CN(C)C=O (DMF), O (Water). As a reaction SMILES: [N:1]1[CH:6]=[CH:5][CH:4]=[C:3]([NH2:7])[CH:2]=1.[Br:8][C:9]1[CH:10]=[CH:11][C:12]([O:18][CH2:19][C:20]2[CH:25]=[CH:24][CH:23]=[CH:22][C:21]=2[Cl:26])=[C:13]([CH:17]=1)[C:14](O)=[O:15].Cl.CN(C)CCCN=C=NCC.ON1C2C=CC=CC=2N=N1>CN(C=O)C.O>[Br:8][C:9]1[CH:10]=[CH:11][C:12]([O:18][CH2:19][C:20]2[CH:25]=[CH:24][CH:23]=[CH:22][C:21]=2[Cl:26])=[C:13]([CH:17]=1)[C:14]([NH:7][C:3]1[CH:2]=[N:1][CH:6]=[CH:5][CH:4]=1)=[O:15] |f:2.3|. The product is BrC=1C=CC(=C(C(=O)NC=2C=NC=CC2)C1)OCC1=C(C=CC=C1)Cl (5-Bromo-2-{[(2-chlorophenyl)methyl]oxy}-N-3-pyridinylbenzamide). Reactants: [BH4-], CC(C)(C)c1ccc(C=O)cc1, CO, COC(OC)OC, [Na+], NCCCCNC(=O)c1ccc(CN(Cc2ncc[nH]2)Cc2ncc[nH]2)cc1. Product: CC(C)(C)c1ccc(CNCCCCNC(=O)c2ccc(CN(Cc3ncc[nH]3)Cc3ncc[nH]3)cc2)cc1. As a reaction SMILES: [BH4-:48].[C:29]([CH3:30])([CH3:31])([CH3:32])[c:33]1[cH:34][cH:35][c:36]([CH:37]=[O:38])[cH:39][cH:40]1.[CH3:50][OH:51].[CH:41]([O:42][CH3:43])([O:44][CH3:45])[O:46][CH3:47].[Na+:49].[nH:1]1[c:2]([CH2:6][N:7]([CH2:8][c:9]2[nH:10][cH:11][cH:12][n:13]2)[CH2:14][c:15]2[cH:16][cH:17][c:18]([C:19](=[O:20])[NH:21][CH2:22][CH2:23][CH2:24][CH2:25][NH2:26])[cH:27][cH:28]2)[n:3][cH:4][cH:5]1>>[nH:1]1[c:2]([CH2:6][N:7]([CH2:8][c:9]2[n:10][cH:11][cH:12][nH:13]2)[CH2:14][c:15]2[cH:16][cH:17][c:18]([C:19](=[O:20])[NH:21][CH2:22][CH2:23][CH2:24][CH2:25][NH:26][CH2:37][c:36]3[cH:35][cH:34][c:33]([C:29]([CH3:30])([CH3:31])[CH3:32])[cH:40][cH:39]3)[cH:27][cH:28]2)[n:3][cH:4][cH:5]1.